This data is from the Open Reaction Database (ORD), a public repository of structured organic reaction records. The task is: describe an organic reaction: reactants, conditions, products, and yield As a reaction SMILES: [CH3:31][N:32]1[CH2:33][CH2:34][NH:35][CH2:36][CH2:37]1.[Cl:38][CH2:39][Cl:40].[F:1][c:2]1[cH:3][cH:4][c:5]([CH2:16][N:17]([C:18](=[O:19])[c:20]2[cH:21][c:22]([C:23](=[O:24])[O:25][CH3:26])[cH:27][cH:28][cH:29]2)[CH3:30])[cH:6][c:7]1-[c:8]1[cH:9][c:10]([CH:14]=[O:15])[cH:11][cH:12][cH:13]1>>[F:1][c:2]1[cH:3][cH:4][c:5]([CH2:16][N:17]([C:18](=[O:19])[c:20]2[cH:21][c:22]([C:23](=[O:24])[O:25][CH3:26])[cH:27][cH:28][cH:29]2)[CH3:30])[cH:6][c:7]1-[c:8]1[cH:9][c:10]([CH2:14][N:35]2[CH2:34][CH2:33][N:32]([CH3:31])[CH2:37][CH2:36]2)[cH:11][cH:12][cH:13]1. The reactants are CN1CCNCC1, ClCCl, COC(=O)c1cccc(C(=O)N(C)Cc2ccc(F)c(-c3cccc(C=O)c3)c2)c1. Product: COC(=O)c1cccc(C(=O)N(C)Cc2ccc(F)c(-c3cccc(CN4CCN(C)CC4)c3)c2)c1.